This data is from the Open Reaction Database (ORD), a public repository of structured organic reaction records. The task is: describe an organic reaction: reactants, conditions, products, and yield Reactants: O1CCC(=CC1)C=1C(=NC=CC1)OC1CCC(CC1)C1=NC2=C(N1)C=CC=C2 (2-{4-[3-(3,6-dihydro-2H-pyran-4-yl)-pyridin-2-yloxy]-cyclohexyl}-1H-benzoimidazole). Reagents/catalysts: [Pd] (Pd/C). The solvent is CO (MeOH). Run at temperature 40 celsius, time 24 hour. Yields the product O1CCC(CC1)C=1C(=NC=CC1)O[C@@H]1CC[C@H](CC1)C1=NC2=C(N1)C=CC=C2 (trans-2-{4-[3-(Tetrahydro-pyran-4-yl)-pyridin-2-yloxy]-cyclohexyl}-1H-benzoimidazole), O1CCC(CC1)C=1C(=NC=CC1)O[C@H]1CC[C@H](CC1)C1=NC2=C(N1)C=CC=C2 (cis-2-{4-[3-(Tetrahydro-pyran-4-yl)-pyridin-2-yloxy]-cyclohexyl}-1H-benzoimidazole). Isolated yield 60.0%. RXN SMILES: [O:1]1[CH2:6][CH:5]=[C:4]([C:7]2[C:8]([O:13][CH:14]3[CH2:19][CH2:18][CH:17]([C:20]4[NH:24][C:23]5[CH:25]=[CH:26][CH:27]=[CH:28][C:22]=5[N:21]=4)[CH2:16][CH2:15]3)=[N:9][CH:10]=[CH:11][CH:12]=2)[CH2:3][CH2:2]1>CO.[Pd]>[O:1]1[CH2:6][CH2:5][CH:4]([C:7]2[C:8]([O:13][C@H:14]3[CH2:15][CH2:16][C@H:17]([C:20]4[NH:21][C:22]5[CH:28]=[CH:27][CH:26]=[CH:25][C:23]=5[N:24]=4)[CH2:18][CH2:19]3)=[N:9][CH:10]=[CH:11][CH:12]=2)[CH2:3][CH2:2]1.[O:1]1[CH2:6][CH2:5][CH:4]([C:7]2[C:8]([O:13][C@@H:14]3[CH2:15][CH2:16][C@H:17]([C:20]4[NH:21][C:22]5[CH:28]=[CH:27][CH:26]=[CH:25][C:23]=5[N:24]=4)[CH2:18][CH2:19]3)=[N:9][CH:10]=[CH:11][CH:12]=2)[CH2:3][CH2:2]1. Procedure details: The mixture of 2-{4-[3-(3,6-dihydro-2H-pyran-4-yl)-pyridin-2-yloxy]-cyclohexyl}-1H-benzoimidazole (0.15 g, 0.45 mmol), Pd/C (0.5 g) in MeOH (50 mL) was stirred under H2 atmosphere at 40° C. for 24 h. Then the reaction mixture was filtrated and the filtrate was concentrated and purified by prep-HPLC to give trans-2-{4-[3-(Tetrahydro-pyran-4-yl)-pyridin-2-yloxy]-cyclohexyl}-1H-benzoimidazole (0.11 g, 0.292 mmol, 65% yield) and cis-2-{4-[3-(Tetrahydro-pyran-4-yl)-pyridin-2-yloxy]-cyclohexyl}-1H-ben... The reactants are O (Water), ClC1=C(C(=C(C=C1)O)F)NCC1=C(C=CC(=C1)C1=CC(=CC=C1)F)F (4-chloro-2-fluoro-3-[[2-fluoro-5-(3-fluorophenyl)phenyl]methylamino]phenol), C(=O)([O-])[O-].[Cs+].[Cs+] (Cs2CO3), BrCC(=O)OCC (ethyl 2-bromoacetate). Run in CC(CC)=O (2-butanone). Reaction conditions: time 1 hour. The product is ClC1=C(C(=C(OCC(=O)OCC)C=C1)F)NCC1=C(C=CC(=C1)C1=CC(=CC=C1)F)F (Ethyl 2-[4-chloro-2-fluoro-3-[[2-fluoro-5-(3-fluorophenyl)phenyl]methylamino]phenoxy]acetate). Yield: 49.4%. Reaction SMILES: [Cl:1][C:2]1[CH:7]=[CH:6][C:5]([OH:8])=[C:4]([F:9])[C:3]=1[NH:10][CH2:11][C:12]1[CH:17]=[C:16]([C:18]2[CH:23]=[CH:22][CH:21]=[C:20]([F:24])[CH:19]=2)[CH:15]=[CH:14][C:13]=1[F:25].C([O-])([O-])=O.[Cs+].[Cs+].Br[CH2:33][C:34]([O:36][CH2:37][CH3:38])=[O:35].O>CC(=O)CC>[Cl:1][C:2]1[CH:7]=[CH:6][C:5]([O:8][CH2:33][C:34]([O:36][CH2:37][CH3:38])=[O:35])=[C:4]([F:9])[C:3]=1[NH:10][CH2:11][C:12]1[CH:17]=[C:16]([C:18]2[CH:23]=[CH:22][CH:21]=[C:20]([F:24])[CH:19]=2)[CH:15]=[CH:14][C:13]=1[F:25] |f:1.2.3|. Reported procedure: To a solution of 4-chloro-2-fluoro-3-[[2-fluoro-5-(3-fluorophenyl)phenyl]methylamino]phenol (130 mg, 0.36 mmol, 1.0 eq) and Cs2CO3 (175 mg, 0.54 mmol, 1.5 eq) in 2-butanone (20 mL) was added ethyl 2-bromoacetate (59.7 mg, 0.36 mmol, 1.0 eq). The reaction mixture was stirred at room temperature for 1 h. Water was then added and the aqueous layer extracted with EtOAc. The combined organic extracts were dried (Na2SO4), filtered and evaporated in vacuo. The residue was purified by column chromatogra...